From a dataset of the Open Reaction Database (ORD), a public repository of structured organic reaction records. describe an organic reaction: reactants, conditions, products, and yield Reactants: COC1=NN(C2=CC(=CC=C12)N)C1=CC=CC=C1 (3-methoxy-1-phenyl-1H-indazol-6-ylamine), N1C=NC2=C1C=CC(=C2)C(=O)O (1H-Benzoimidazole-5-carboxylic acid). Product: COC1=NN(C2=CC(=CC=C12)NC(=O)C1=CC2=C(NC=N2)C=C1)C1=CC=CC=C1 (N-(3-methoxy-1-phenyl-1H-indazol-6-yl)-1H-benzo[d]imidazole-5-carboxamide). RXN SMILES: [CH3:1][O:2][C:3]1[C:11]2[C:6](=[CH:7][C:8]([NH2:12])=[CH:9][CH:10]=2)[N:5]([C:13]2[CH:18]=[CH:17][CH:16]=[CH:15][CH:14]=2)[N:4]=1.[NH:19]1[C:23]2[CH:24]=[CH:25][C:26]([C:28](O)=[O:29])=[CH:27][C:22]=2[N:21]=[CH:20]1>>[CH3:1][O:2][C:3]1[C:11]2[C:6](=[CH:7][C:8]([NH:12][C:28]([C:26]3[CH:25]=[CH:24][C:23]4[NH:19][CH:20]=[N:21][C:22]=4[CH:27]=3)=[O:29])=[CH:9][CH:10]=2)[N:5]([C:13]2[CH:14]=[CH:15][CH:16]=[CH:17][CH:18]=2)[N:4]=1. Procedure: The title compound was prepared according to the procedure as described in Example 66 reacting 3-methoxy-1-phenyl-1H-indazol-6-ylamine and 1H-Benzoimidazole-5-carboxylic acid. Starting materials: NC1=CC=C(C=C1)N1C2=C(NC(CC1=O)=O)C1=CC=CC=C1C=C2 (5-(4-Aminophenyl)-1H-naphtho[1,2-b][1,4]diazepine-2,4(3H,5H)-dione), C1(=CC=CC=C1)CS(=O)(=O)Cl (phenylmethanesulfonyl chloride). Run in N1=CC=CC=C1 (pyridine). Product: O=C1CC(N(C2=C(N1)C1=CC=CC=C1C=C2)C2=CC=C(C=C2)NS(=O)(=O)CC2=CC=CC=C2)=O (N-[4-(2,4-Dioxo-1,2,3,4-tetrahydronaphtho[1,2-b][1,4]diazepin-5-yl)phenyl]phenylmethanesulfonamide). The yield is 27.0%. RXN SMILES: [NH2:1][C:2]1[CH:7]=[CH:6][C:5]([N:8]2[C:14](=[O:15])[CH2:13][C:12](=[O:16])[NH:11][C:10]3[C:17]4[C:22]([CH:23]=[CH:24][C:9]2=3)=[CH:21][CH:20]=[CH:19][CH:18]=4)=[CH:4][CH:3]=1.[C:25]1([CH2:31][S:32](Cl)(=[O:34])=[O:33])[CH:30]=[CH:29][CH:28]=[CH:27][CH:26]=1>N1C=CC=CC=1>[O:16]=[C:12]1[NH:11][C:10]2[C:17]3[C:22]([CH:23]=[CH:24][C:9]=2[N:8]([C:5]2[CH:6]=[CH:7][C:2]([NH:1][S:32]([CH2:31][C:25]4[CH:30]=[CH:29][CH:28]=[CH:27][CH:26]=4)(=[O:34])=[O:33])=[CH:3][CH:4]=2)[C:14](=[O:15])[CH2:13]1)=[CH:21][CH:20]=[CH:19][CH:18]=3. Procedure: 5-(4-Aminophenyl)-1H-naphtho[1,2-b][1,4]diazepine-2,4(3H,5H)-dione (32 mg, 0.102 mmol) obtained in Example 1, (3), and phenylmethanesulfonyl chloride (29 mg, 0.150 mmol) were treated by heating in pyridine (2.0 mL). After the disappearance of the starting materials was confirmed, the same treatment as that of Example 145 was performed to give the title compound (13 mg, yield 27%) as slightly brown amorphous.